This data is from the Open Reaction Database (ORD), a public repository of structured organic reaction records. The task is: describe an organic reaction: reactants, conditions, products, and yield Reactants: O=C1OCC2=C1C=CC(=C2)C=2N=C1N(C3=C(NC4=C1C=CC=C4)N=CC=C3)C2C2=CC=C(C=C2)C2(CCC2)NC(OC(C)(C)C)=O (tert-Butyl (1-{4-[2-(1-oxo-1,3-dihydro-2-benzofuran-5-yl)-9H-imidazo[1,2-d]pyrido[2,3-b][1,4]benzodiazepin-3-yl]phenyl}cyclobutyl)carbamate), Cl.O1CCOCC1 (HCl dioxane). The solvent is CO (MeOH). Reaction conditions: time 23 hour. Product: NC1(CCC1)C1=CC=C(C=C1)C1=C(N=C2N1C1=C(NC3=C2C=CC=C3)N=CC=C1)C1=CC3=C(C(OC3)=O)C=C1 (5-{3-[4-(1-aminocyclobutyl)phenyl]-9H-imidazo[1,2-d]pyrido[2,3-b][1,4]benzodiazepin-2-yl}-2-benzofuran-1(3H)-one). Yield: 94.7%. Reaction SMILES: [O:1]=[C:2]1[C:6]2[CH:7]=[CH:8][C:9]([C:11]3[N:12]=[C:13]4[C:19]5[CH:20]=[CH:21][CH:22]=[CH:23][C:18]=5[NH:17][C:16]5[N:24]=[CH:25][CH:26]=[CH:27][C:15]=5[N:14]4[C:28]=3[C:29]3[CH:34]=[CH:33][C:32]([C:35]4([NH:39]C(=O)OC(C)(C)C)[CH2:38][CH2:37][CH2:36]4)=[CH:31][CH:30]=3)=[CH:10][C:5]=2[CH2:4][O:3]1.Cl.O1CCOCC1>CO>[NH2:39][C:35]1([C:32]2[CH:33]=[CH:34][C:29]([C:28]3[N:14]4[C:15]5[CH:27]=[CH:26][CH:25]=[N:24][C:16]=5[NH:17][C:18]5[CH:23]=[CH:22][CH:21]=[CH:20][C:19]=5[C:13]4=[N:12][C:11]=3[C:9]3[CH:8]=[CH:7][C:6]4[C:2](=[O:1])[O:3][CH2:4][C:5]=4[CH:10]=3)=[CH:30][CH:31]=2)[CH2:36][CH2:37][CH2:38]1 |f:1.2|. Procedure: tert-Butyl (1-{4-[2-(1-oxo-1,3-dihydro-2-benzofuran-5-yl)-9H-imidazo[1,2-d]pyrido[2,3-b][1,4]benzodiazepin-3-yl]phenyl}cyclobutyl)carbamate (39 mg, 0.064 mmol) in MeOH (0.5 mL) was added 4N HCl-dioxane (2 mL) and stirred at r.t for 23 hours. The mixture was concentrated, then sat.NaHCO3 aq. was added. The mixture was extracted with CH2Cl2+MeOH (×2), dried over Na2SO4, then filtrated through Celite pad. The filtrate was concentrated and the residue was purified by preparative thin-layer chromatog... The reactants are Cl (hydrochloric acid), CC(=O)C1=CC(=C(C=C1)OC)OC (3,4-dimethoxyacetophenone), C[O-].[Na+] (sodium methylate), FC(C(=O)OCC)(F)F (ethyl trifluoroacetate). The solvent is O (water), C1(=CC=CC=C1)C (toluene), C1(=CC=CC=C1)C (toluene). Conditions: temperature 50 celsius, time 8 hour. Product: COC=1C=C(C=CC1OC)C(CC(C(F)(F)F)=O)=O (1-(3,4-dimethoxyphenyl)-4,4,4-trifluoro-1,3-butanedione). The yield is 95.9%. RXN SMILES: C[O-].[Na+].[F:4][C:5]([F:12])([F:11])[C:6]([O:8]CC)=O.[CH3:13][C:14]([C:16]1[CH:21]=[CH:20][C:19]([O:22][CH3:23])=[C:18]([O:24][CH3:25])[CH:17]=1)=[O:15].Cl>C1(C)C=CC=CC=1.O>[CH3:25][O:24][C:18]1[CH:17]=[C:16]([C:14](=[O:15])[CH2:13][C:6](=[O:8])[C:5]([F:4])([F:11])[F:12])[CH:21]=[CH:20][C:19]=1[O:22][CH3:23] |f:0.1|. Reported procedure: 216 g (4 mol) of anhydrous sodium methylate and 3.5 l of toluene are introduced into a 10 liter round-bottomed flask and, under vigorous stirring, 705 g (5 mol) of ethyl trifluoroacetate are then run in; the temperature rises slowly to 30° C. After cooling in an ice bath, a solution of 720 g (4 mol) of 3,4-dimethoxyacetophenone in 0.5 l of toluene is added dropwise to the reaction mixture; a white precipitate slowly forms. The mixture is next left stirred overnight and then heated to 50° C. for ... Starting materials: BrC(C(=O)O)(C(C)(C)C)Br (2,2-dibromo-3,3-dimethylbutyric acid), NNC(=S)NN (thiocarbohydrazide), CO (methanol). Run in O (water). Conditions: temperature 0 celsius. Yields the product NN1C(=NN=C(C1=O)C(C)(C)C)S (4-amino-6-t-butyl-3-mercapto-1,2,4-triazin-5-one). RXN SMILES: Br[C:2](Br)([C:6]([CH3:9])([CH3:8])[CH3:7])[C:3](O)=[O:4].[NH2:11][NH:12][C:13]([NH:15][NH2:16])=[S:14].CO>O>[NH2:16][N:15]1[C:3](=[O:4])[C:2]([C:6]([CH3:9])([CH3:8])[CH3:7])=[N:11][N:12]=[C:13]1[SH:14]. Procedure details: A mixture of 2,2-dibromo-3,3-dimethylbutyric acid, 55 parts, and thiocarbohydrazide, 22 parts, in 500 parts of (1:1) methanol and water was heated to reflux for five hours. Upon cooling the reaction mixture to 0° C., a solid formed and was collected. The solid, 4-amino-6-t-butyl-3-mercapto-1,2,4-triazin-5-one, was obtained in 78% of theory (29 parts). The reactants are COC1=C(C(=O)N[C@@H]2[C@H](CCC2)NC2=NC=C(N=C2)C(F)(F)F)C=C(C=C1)C (2-Methoxy-5-methyl-N-[(1S,2S)-2-{[5-(trifluoromethyl)pyrazin-2-yl]amino}cyclopentyl]benzamide), FC=1C=CC(=C(C(=O)O)C1)N1N=CC=C1 (5-fluoro-2-(1H-pyrazol-1-yl)benzoic acid), Cl.FC(C=1N=CC(=NC1)N[C@@H]1[C@H](CCC1)N)(F)F ((1S,2S)-1-N-[5-(trifluoromethyl)pyrazin-2-yl]cyclopentane-1,2-diamine hydrochloride), Cl.FC(C=1N=CC(=NC1)N[C@@H]1[C@H](CCC1)N)(F)F ((1S,2S)-1-N-[5-(trifluoromethyl)pyrazin-2-yl]cyclopentane-1,2-diamine hydrochloride). Product: FC=1C=CC(=C(C(=O)N[C@@H]2[C@H](CCC2)NC2=NC=C(N=C2)C(F)(F)F)C1)N1N=CC=C1 (5-Fluoro-2-(1H-pyrazol-1-yl)-N-[(1S,2S)-2-{[5-(trifluoromethyl)pyrazin-2-yl]amino}cyclopentyl]benzamide). Reaction SMILES: COC1C=CC(C)=CC=1C(N[C@H]1CCC[C@@H]1NC1C=NC(C(F)(F)F)=CN=1)=O.Cl.[F:30][C:31]([F:46])([F:45])[C:32]1[N:33]=[CH:34][C:35]([NH:38][C@H:39]2[CH2:43][CH2:42][CH2:41][C@@H:40]2[NH2:44])=[N:36][CH:37]=1.[F:47][C:48]1[CH:49]=[CH:50][C:51]([N:57]2[CH:61]=[CH:60][CH:59]=[N:58]2)=[C:52]([CH:56]=1)[C:53](O)=[O:54]>>[F:47][C:48]1[CH:49]=[CH:50][C:51]([N:57]2[CH:61]=[CH:60][CH:59]=[N:58]2)=[C:52]([CH:56]=1)[C:53]([NH:44][C@H:40]1[CH2:41][CH2:42][CH2:43][C@@H:39]1[NH:38][C:35]1[CH:34]=[N:33][C:32]([C:31]([F:30])([F:45])[F:46])=[CH:37][N:36]=1)=[O:54] |f:1.2|. Reported procedure: Prepared according to the procedure for 2-methoxy-5-methyl-N-[(1S,2S)-2-{[5-(trifluoromethyl)pyrazin-2-yl]amino}cyclopentyl]benzamide (Example 37) from (1S,2S)-1-N-[5-(trifluoromethyl)pyrazin-2-yl]cyclopentane-1,2-diamine hydrochloride (Intermediate 14; 75 mg, 0.27 mmol) and 5-fluoro-2-(1H-pyrazol-1-yl)benzoic acid (CAS number 1152964-04-9; 75 mg, 0.37 mmol) except this was purified by column chromatography (silica, 40-100% ethyl acetate/petrol) to afford the title compound. Reactants: [BH4-], COc1cc(C=O)ccc1OCc1nc(-c2cccc(C#N)c2)oc1C, [Na+], C1CCOC1, O. Yields the product COc1cc(CO)ccc1OCc1nc(-c2cccc(C#N)c2)oc1C. Reaction SMILES: [BH4-:27].[CH:1](=[O:2])[c:3]1[cH:4][c:5]([O:25][CH3:26])[c:6]([O:7][CH2:8][c:9]2[n:10][c:11](-[c:15]3[cH:16][c:17]([C:18]#[N:19])[cH:20][cH:21][cH:22]3)[o:12][c:13]2[CH3:14])[cH:23][cH:24]1.[Na+:28].[O:30]1[CH2:31][CH2:32][CH2:33][CH2:34]1.[OH2:29]>>[CH2:1]([OH:2])[c:3]1[cH:4][c:5]([O:25][CH3:26])[c:6]([O:7][CH2:8][c:9]2[n:10][c:11](-[c:15]3[cH:16][c:17]([C:18]#[N:19])[cH:20][cH:21][cH:22]3)[o:12][c:13]2[CH3:14])[cH:23][cH:24]1. Starting materials: CC(C)(C)OC(=O)Nc1ccccc1NC(=O)c1ccc(Br)cc1, O=C([O-])O, C1CCOC1, [Na+], [Pd], c1ccc(P(c2ccccc2)c2ccccc2)cc1, c1ccc(P(c2ccccc2)c2ccccc2)cc1, c1ccc(P(c2ccccc2)c2ccccc2)cc1, c1ccc(P(c2ccccc2)c2ccccc2)cc1, OB(O)c1ccncc1. Yields the product CC(C)(C)OC(=O)Nc1ccccc1NC(=O)c1ccc(-c2ccncc2)cc1. Reaction SMILES: [C:1]([CH3:2])([CH3:3])([CH3:4])[O:5][C:6](=[O:7])[NH:8][c:9]1[c:10]([NH:15][C:16]([c:17]2[cH:18][cH:19][c:20]([Br:23])[cH:21][cH:22]2)=[O:24])[cH:11][cH:12][cH:13][cH:14]1.[C:34](=[O:35])([O-:36])[OH:37].[CH2:116]1[O:117][CH2:118][CH2:119][CH2:120]1.[Na+:38].[Pd:39].[c:40]1([P:41]([c:42]2[cH:43][cH:44][cH:45][cH:46][cH:47]2)[c:48]2[cH:49][cH:50][cH:51][cH:52][cH:53]2)[cH:54][cH:55][cH:56][cH:57][cH:58]1.[c:59]1([P:60]([c:61]2[cH:62][cH:63][cH:64][cH:65][cH:66]2)[c:67]2[cH:68][cH:69][cH:70][cH:71][cH:72]2)[cH:73][cH:74][cH:75][cH:76][cH:77]1.[c:78]1([P:79]([c:80]2[cH:81][cH:82][cH:83][cH:84][cH:85]2)[c:86]2[cH:87][cH:88][cH:89][cH:90][cH:91]2)[cH:92][cH:93][cH:94][cH:95][cH:96]1.[c:97]1([P:98]([c:99]2[cH:100][cH:101][cH:102][cH:103][cH:104]2)[c:105]2[cH:106][cH:107][cH:108][cH:109][cH:110]2)[cH:111][cH:112][cH:113][cH:114][cH:115]1.[n:25]1[cH:26][cH:27][c:28]([B:31]([OH:32])[OH:33])[cH:29][cH:30]1>>[C:1]([CH3:2])([CH3:3])([CH3:4])[O:5][C:6](=[O:7])[NH:8][c:9]1[c:10]([NH:15][C:16]([c:17]2[cH:18][cH:19][c:20](-[c:28]3[cH:27][cH:26][n:25][cH:30][cH:29]3)[cH:21][cH:22]2)=[O:24])[cH:11][cH:12][cH:13][cH:14]1. Reactants: CC(C)OC(C)C, O=C=Nc1ccc(Cl)c(Cl)c1, COC(=O)C(C)(N)c1ccc(O)cc1. Product: CC1(c2ccc(O)cc2)NC(=O)N(c2ccc(Cl)c(Cl)c2)C1=O. As a reaction SMILES: [CH:26]([O:27][CH:28]([CH3:29])[CH3:30])([CH3:31])[CH3:32].[Cl:1][c:2]1[cH:3][c:4]([N:9]=[C:10]=[O:11])[cH:5][cH:6][c:7]1[Cl:8].[NH2:12][C:13]([C:14](=[O:15])[O:16][CH3:17])([CH3:18])[c:19]1[cH:20][cH:21][c:22]([OH:25])[cH:23][cH:24]1>>[Cl:1][c:2]1[cH:3][c:4]([N:9]2[C:10](=[O:11])[NH:12][C:13]([CH3:18])([c:19]3[cH:20][cH:21][c:22]([OH:25])[cH:23][cH:24]3)[C:14]2=[O:15])[cH:5][cH:6][c:7]1[Cl:8].